The task is: describe an organic reaction: reactants, conditions, products, and yield. This data is from the Open Reaction Database (ORD), a public repository of structured organic reaction records. The reactants are Cc1csc(Nc2ncc(Br)cc2Oc2ccccc2)n1, O=C([O-])O, COCCOC, [Na+], c1ccc(P(c2ccccc2)(c2ccccc2)[Pd](P(c2ccccc2)(c2ccccc2)c2ccccc2)(P(c2ccccc2)(c2ccccc2)c2ccccc2)P(c2ccccc2)(c2ccccc2)c2ccccc2)cc1, OB(O)c1cccnc1. The product is Cc1csc(Nc2ncc(-c3cccnc3)cc2Oc2ccccc2)n1. As a reaction SMILES: [Br:1][c:2]1[cH:3][c:4]([O:15][c:16]2[cH:17][cH:18][cH:19][cH:20][cH:21]2)[c:5]([NH:8][c:9]2[s:10][cH:11][c:12]([CH3:14])[n:13]2)[n:6][cH:7]1.[C:31](=[O:32])([OH:33])[O-:34].[CH3:113][O:114][CH2:115][CH2:116][O:117][CH3:118].[Na+:35].[cH:36]1[cH:37][cH:38][c:39]([P:40]([Pd:41]([P:42]([c:43]2[cH:44][cH:45][cH:46][cH:47][cH:48]2)([c:49]2[cH:50][cH:51][cH:52][cH:53][cH:54]2)[c:55]2[cH:56][cH:57][cH:58][cH:59][cH:60]2)([P:61]([c:62]2[cH:63][cH:64][cH:65][cH:66][cH:67]2)([c:68]2[cH:69][cH:70][cH:71][cH:72][cH:73]2)[c:74]2[cH:75][cH:76][cH:77][cH:78][cH:79]2)[P:80]([c:81]2[cH:82][cH:83][cH:84][cH:85][cH:86]2)([c:87]2[cH:88][cH:89][cH:90][cH:91][cH:92]2)[c:93]2[cH:94][cH:95][cH:96][cH:97][cH:98]2)([c:99]2[cH:100][cH:101][cH:102][cH:103][cH:104]2)[c:105]2[cH:106][cH:107][cH:108][cH:109][cH:110]2)[cH:111][cH:112]1.[n:22]1[cH:23][c:24]([B:28]([OH:29])[OH:30])[cH:25][cH:26][cH:27]1>>[c:2]1(-[c:24]2[cH:23][n:22][cH:27][cH:26][cH:25]2)[cH:3][c:4]([O:15][c:16]2[cH:17][cH:18][cH:19][cH:20][cH:21]2)[c:5]([NH:8][c:9]2[s:10][cH:11][c:12]([CH3:14])[n:13]2)[n:6][cH:7]1. Starting materials: COC(=O)c1cnc(N)c(C#C[Si](C)(C)C)c1, CC(=O)Cl, ClCCl, c1ccncc1. Product: COC(=O)c1cnc(NC(C)=O)c(C#C[Si](C)(C)C)c1. As a reaction SMILES: [CH3:1][O:2][C:3]([c:4]1[cH:5][n:6][c:7]([NH2:16])[c:8]([C:10]#[C:11][Si:12]([CH3:13])([CH3:14])[CH3:15])[cH:9]1)=[O:17].[CH3:24][C:25]([Cl:26])=[O:27].[Cl:28][CH2:29][Cl:30].[cH:18]1[cH:19][cH:20][n:21][cH:22][cH:23]1>>[CH3:1][O:2][C:3]([c:4]1[cH:5][n:6][c:7]([NH:16][C:25]([CH3:24])=[O:27])[c:8]([C:10]#[C:11][Si:12]([CH3:13])([CH3:14])[CH3:15])[cH:9]1)=[O:17].